From a dataset of the Open Reaction Database (ORD), a public repository of structured organic reaction records. describe an organic reaction: reactants, conditions, products, and yield The reactants are ClCC(=O)N(C)C (2-Chloro-N,N-dimethylacetamide), Cl.Cl.ClC=1C(=C(NC2=NC=NC3=CC(=C(C=C23)OC2CNCCC2)OC)C=CC1)F (4-(3-Chloro-2-fluoroanilino)-7-methoxy-6-(piperidin-3-yloxy)quinazoline dihydrochloride), C([O-])([O-])=O.[K+].[K+] (potassium carbonate). The solvent is CN(C)C=O (DMF). Run at time 30 minute. Yields the product ClC=1C(=C(NC2=NC=NC3=CC(=C(C=C23)OC2CN(CCC2)CC(N(C)C)=O)OC)C=CC1)F (4-(3-Chloro-2-fluoroanilino)-7-methoxy-6-[1-(N,N-dimethylcarbamoylmethyl)piperidin-3-yloxy]quinazoline). The yield is 41.0%. As a reaction SMILES: Cl[CH2:2][C:3]([N:5]([CH3:7])[CH3:6])=[O:4].Cl.Cl.[Cl:10][C:11]1[C:12]([F:37])=[C:13]([CH:34]=[CH:35][CH:36]=1)[NH:14][C:15]1[C:24]2[C:19](=[CH:20][C:21]([O:32][CH3:33])=[C:22]([O:25][CH:26]3[CH2:31][CH2:30][CH2:29][NH:28][CH2:27]3)[CH:23]=2)[N:18]=[CH:17][N:16]=1.C(=O)([O-])[O-].[K+].[K+]>CN(C=O)C>[Cl:10][C:11]1[C:12]([F:37])=[C:13]([CH:34]=[CH:35][CH:36]=1)[NH:14][C:15]1[C:24]2[C:19](=[CH:20][C:21]([O:32][CH3:33])=[C:22]([O:25][CH:26]3[CH2:31][CH2:30][CH2:29][N:28]([CH2:2][C:3](=[O:4])[N:5]([CH3:7])[CH3:6])[CH2:27]3)[CH:23]=2)[N:18]=[CH:17][N:16]=1 |f:1.2.3,4.5.6|. Reported procedure: 2-Chloro-N,N-dimethylacetamide (105 mg) was added to a mixture of 4-(3-Chloro-2-fluoroanilino)-7-methoxy-6-(piperidin-3-yloxy)quinazoline dihydrochloride (250 mg) and potassium carbonate (1.19 g) in DMF (5 ml). The mixture was stirred at room temperature for 30 mins, filtered and the solvent evaporated. Purification by flash column chromatography eluting with methylene chloride/methanol (96/4) gave a foam. This was triturated with diethyl ether and isohexane to give the title product as a white ... Yield: 70.6%. Yields the product C(C1=CC=CC=C1)OC=1N=NC(=CC1OCC1=CC=CC=C1)C#C[Si](C)(C)C (3,4-bis(benzyloxy)-6-((trimethylsilyl)ethynyl)pyridazine). Reagents/catalysts: Cl[Pd]([P](C1=CC=CC=C1)(C2=CC=CC=C2)C3=CC=CC=C3)([P](C4=CC=CC=C4)(C5=CC=CC=C5)C6=CC=CC=C6)Cl (dichlorobis(triphenylphosphine)palladium(II)), [Cu]I (copper(I) iodide). Procedure details: A 20 ml microwave vial was charged with 3,4-bis(benzyloxy)-6-chloropyridazine (Intermediate 1, 3.06 mmol) and ethynyltrimethylsilane (902 mg, 9.18 mmol) in tetrahydrofuran (5 ml) to afford an orange solution. The reaction was purged with nitrogen before DBU (2.77 ml, 18.36 mmol), dichlorobis(triphenylphosphine)palladium(II) (107 mg, 0.153 mmol) and copper(I) iodide (58.3 mg, 0.306 mmol) were added and the whole was subjected to microwave radiation for 1 hour at 80° C. Upon cooling, the reaction ... As a reaction SMILES: [CH2:1]([O:8][C:9]1[N:10]=[N:11][C:12](Cl)=[CH:13][C:14]=1[O:15][CH2:16][C:17]1[CH:22]=[CH:21][CH:20]=[CH:19][CH:18]=1)[C:2]1[CH:7]=[CH:6][CH:5]=[CH:4][CH:3]=1.[C:24]([Si:26]([CH3:29])([CH3:28])[CH3:27])#[CH:25].C1CCN2C(=NCCC2)CC1>O1CCCC1.C(OCC)(=O)C.Cl[Pd](Cl)([P](C1C=CC=CC=1)(C1C=CC=CC=1)C1C=CC=CC=1)[P](C1C=CC=CC=1)(C1C=CC=CC=1)C1C=CC=CC=1.[Cu]I>[CH2:1]([O:8][C:9]1[N:10]=[N:11][C:12]([C:25]#[C:24][Si:26]([CH3:29])([CH3:28])[CH3:27])=[CH:13][C:14]=1[O:15][CH2:16][C:17]1[CH:22]=[CH:21][CH:20]=[CH:19][CH:18]=1)[C:2]1[CH:7]=[CH:6][CH:5]=[CH:4][CH:3]=1 |^1:54,73|. Starting materials: C(C1=CC=CC=C1)OC=1N=NC(=CC1OCC1=CC=CC=C1)Cl (3,4-bis(benzyloxy)-6-chloropyridazine), C(C1=CC=CC=C1)OC=1N=NC(=CC1OCC1=CC=CC=C1)Cl (3,4-bis(benzyloxy)-6-chloropyridazine), C(#C)[Si](C)(C)C (ethynyltrimethylsilane), C1CCC2=NCCCN2CC1 (DBU). The solvent is O1CCCC1 (tetrahydrofuran), C(C)(=O)OCC (ethyl acetate).